describe an organic reaction: reactants, conditions, products, and yield From a dataset of the Open Reaction Database (ORD), a public repository of structured organic reaction records. The reactants are [OH-].[Na+] (sodium hydroxide), C1(CCCCC1)NC(C=C)=O (N-cyclohexylacrylamide), Cl (hydrochloric acid), NC(=S)N (thiourea). Run in O (water). Conditions: temperature 60 celsius. The product is C1(CCCCC1)NC(CCS)=O (N-cyclohexyl-3-mercaptopropionamide). Yield: 90.4%. As a reaction SMILES: [CH:1]1([NH:7][C:8](=[O:11])[CH:9]=[CH2:10])[CH2:6][CH2:5][CH2:4][CH2:3][CH2:2]1.Cl.NC(N)=[S:15].[OH-].[Na+]>O>[CH:1]1([NH:7][C:8](=[O:11])[CH2:9][CH2:10][SH:15])[CH2:6][CH2:5][CH2:4][CH2:3][CH2:2]1 |f:3.4|. Procedure: A mixture of N-cyclohexylacrylamide (15.3 g), concentrated hydrochloric acid (19.4 g, 37.6%), thiourea (7.6 g) and water (10 g) was heated to 60° C. for 2 hours, cooled to 20° C. and sodium hydroxide (50%, 16 g) was slowly added under nitrogen keeping the temperature below 30° C. The resulting mixture was heated to 60° C. for 1 hour and extracted with methylene chloride (2×50 ml). Removal of the solvent afforded N-cyclohexyl-3-mercaptopropionamide (16.9 g) which was purified by vacuum distillati...